Dataset: the Open Reaction Database (ORD), a public repository of structured organic reaction records. Task: describe an organic reaction: reactants, conditions, products, and yield The reactants are C(=O)(O)C=1C=C2C(C(NC2=CC1)=O)=CC1=CC=NC2=CC=CC=C12 (5-carboxy-3-(quinol-4-ylmethylene)-2-oxindole), CO (methanol), OS(=O)(=O)O (H2SO4). The solvent is C1=CC=CC=C1 (benzene). The product is C(=O)(OC)C=1C=C2C(C(NC2=CC1)=O)=CC1=CC=NC2=CC=CC=C12 (5-carbomethoxy-3-(quinol-4-ylmethylene)-2-oxindole). Yield: 90.0%. Reaction SMILES: [C:1]([C:4]1[CH:5]=[C:6]2[C:10](=[CH:11][CH:12]=1)[NH:9][C:8](=[O:13])[C:7]2=[CH:14][C:15]1[C:24]2[C:19](=[CH:20][CH:21]=[CH:22][CH:23]=2)[N:18]=[CH:17][CH:16]=1)([OH:3])=[O:2].[CH3:25]O.OS(O)(=O)=O>C1C=CC=CC=1>[C:1]([C:4]1[CH:5]=[C:6]2[C:10](=[CH:11][CH:12]=1)[NH:9][C:8](=[O:13])[C:7]2=[CH:14][C:15]1[C:24]2[C:19](=[CH:20][CH:21]=[CH:22][CH:23]=2)[N:18]=[CH:17][CH:16]=1)([O:3][CH3:25])=[O:2]. Reported procedure: A solution of 5-carboxy-3-(quinol-4-ylmethylene)-2-oxindole (3.163 g, 10 mmol), methanol (3.2 g, 100 mmol) and H2SO4 95% (1 g) in benzene (100 ml) was heated in a Soxhlet apparatus for 10 h. To dry the distillate continuously, the cap of the Soxhlet contained anhydrous MgSO4. After cooling, water was added, the organic phase repeatedly washed with water and then evaporated under vacuum. Thus almost pure title compound was obtained in about 90% yield.